This data is from the Open Reaction Database (ORD), a public repository of structured organic reaction records. The task is: describe an organic reaction: reactants, conditions, products, and yield The reactants are ClC=1C(=NC(=CC1)[N+](=O)[O-])C (3-chloro-2-methyl-6-nitropyridine), ice water, [H-].[Na+] (NaH), C(CC(=O)OCC)(=O)OC(C)(C)C (tert-butyl ethyl propanedioate). Solvent: CN(C)C=O (DMF), CN(C)C=O (DMF). Conditions: temperature 80 celsius, time 30 minute. The product is CC1=NC(=CC=C1C(C(=O)OC(C)(C)C)C(=O)OCC)[N+](=O)[O-] (tert-butyl ethyl (2-methyl-6-nitropyridin-3-yl)propanedioate). RXN SMILES: [H-].[Na+].[C:3]([O:11][C:12]([CH3:15])([CH3:14])[CH3:13])(=[O:10])[CH2:4][C:5]([O:7][CH2:8][CH3:9])=[O:6].Cl[C:17]1[C:18]([CH3:26])=[N:19][C:20]([N+:23]([O-:25])=[O:24])=[CH:21][CH:22]=1>CN(C=O)C>[CH3:26][C:18]1[C:17]([CH:4]([C:5]([O:7][CH2:8][CH3:9])=[O:6])[C:3]([O:11][C:12]([CH3:14])([CH3:13])[CH3:15])=[O:10])=[CH:22][CH:21]=[C:20]([N+:23]([O-:25])=[O:24])[N:19]=1 |f:0.1|. Reported procedure: To a suspension of NaH (60% in oil, 1.4 g, 36 mmol)) in DMF (50 mL) was added tert-butyl ethyl propanedioate (6.8 g, 36 mmol) at room temperature. The mixture was stirred for 30 min. A solution of 3-chloro-2-methyl-6-nitropyridine (4.8 g, 28 mmol) in DMF (10 mL) was added. The mixture was heated to 80° C. and stirred for 5 h. Cooled to ambient temperature, poured to ice/water, extracted with EtOAc. The combined organic layer was washed with brine, dried over anhydrous Na2SO4, concentrated and th... The reactants are BrC1=C(C=C(C(=O)OC)C=C1)COC (methyl 4-bromo-3-(methoxymethyl)benzoate), ClC1=C(C=CC=C1)B(O)O (2-chlorophenylboronic acid), C([O-])([O-])=O.[K+].[K+] (potassium carbonate). Reagents/catalysts: C=1C=CC(=CC1)[P](C=2C=CC=CC2)(C=3C=CC=CC3)[Pd]([P](C=4C=CC=CC4)(C=5C=CC=CC5)C=6C=CC=CC6)([P](C=7C=CC=CC7)(C=8C=CC=CC8)C=9C=CC=CC9)[P](C=1C=CC=CC1)(C=1C=CC=CC1)C=1C=CC=CC1 (Pd(PPh3)4). Solvent: C1(=CC=CC=C1)C (toluene), O (water), CCOC(=O)C (EtOAc). Run at time 3 hour. The product is ClC1=C(C=CC=C1)C1=C(C=C(C=C1)C(=O)OC)COC (methyl 2′-chloro-2-(methoxymethyl)biphenyl-4-carboxylate). Reaction SMILES: Br[C:2]1[CH:11]=[CH:10][C:5]([C:6]([O:8][CH3:9])=[O:7])=[CH:4][C:3]=1[CH2:12][O:13][CH3:14].[Cl:15][C:16]1[CH:21]=[CH:20][CH:19]=[CH:18][C:17]=1B(O)O.C(=O)([O-])[O-].[K+].[K+]>C1(C)C=CC=CC=1.O.CCOC(C)=O.C1C=CC([P]([Pd]([P](C2C=CC=CC=2)(C2C=CC=CC=2)C2C=CC=CC=2)([P](C2C=CC=CC=2)(C2C=CC=CC=2)C2C=CC=CC=2)[P](C2C=CC=CC=2)(C2C=CC=CC=2)C2C=CC=CC=2)(C2C=CC=CC=2)C2C=CC=CC=2)=CC=1>[Cl:15][C:16]1[CH:21]=[CH:20][CH:19]=[CH:18][C:17]=1[C:2]1[CH:11]=[CH:10][C:5]([C:6]([O:8][CH3:9])=[O:7])=[CH:4][C:3]=1[CH2:12][O:13][CH3:14] |f:2.3.4,^1:48,50,69,88|. Reported procedure: To a solution of methyl 4-bromo-3-(methoxymethyl)benzoate (15 g, 57.9 mmol) in toluene (120 mL) and water (30 mL) under nitrogen was added 2-chlorophenylboronic acid (19.9 g, 127.4 mmol), followed by potassium carbonate (16 g, 115.8 mmol) and Pd(PPh3)4 (3.34 g, 2.8 mmol). After 3 hours at 100° C., the reaction mixture was diluted with EtOAc (200 mL) and washed with a saturated aqueous solution of NaHCO3 (100 mL), water (2×100 mL) and brine. The organic layer was dried (Na2SO4) and concentrated u... Run in CO.C(Cl)(Cl)Cl (methanol chloroform). The reactants are ClC1=CC=C(C=C1)CCN (2-(p-chlorophenyl)ethylamine), N(C(=N)N)C=1SC=C(N1)C1CC(CCC1)NC1=C(C(C1=O)=O)OC (1-[3-(2-guanidinothiazol-4-yl)cyclohexylamino]-2-methoxycyclobutene-3,4-dione). Run at time 5 hour. The product is N(C(=N)N)C=1SC=C(N1)C1CC(CCC1)NC1=C(C(C1=O)=O)NCCC1=CC=C(C=C1)Cl (1-[3-(2-guanidinothiazol-4-yl)cyclohexylamino]-2-[2-(p-chlorophenyl)ethylamino]cyclobutene-3,4-dione). Reaction SMILES: [NH:1]([C:5]1[S:6][CH:7]=[C:8]([CH:10]2[CH2:15][CH2:14][CH2:13][CH:12]([NH:16][C:17]3[C:20](=O)[C:19](=[O:22])[C:18]=3[O:23]C)[CH2:11]2)[N:9]=1)[C:2]([NH2:4])=[NH:3].[Cl:25][C:26]1[CH:31]=[CH:30][C:29]([CH2:32][CH2:33][NH2:34])=[CH:28][CH:27]=1>CO.C(Cl)(Cl)Cl>[NH:1]([C:5]1[S:6][CH:7]=[C:8]([CH:10]2[CH2:15][CH2:14][CH2:13][CH:12]([NH:16][C:17]3[C:18](=[O:23])[C:19](=[O:22])[C:20]=3[NH:34][CH2:33][CH2:32][C:29]3[CH:30]=[CH:31][C:26]([Cl:25])=[CH:27][CH:28]=3)[CH2:11]2)[N:9]=1)[C:2]([NH2:4])=[NH:3] |f:2.3|. Procedure details: To a solution of 1-[3-(2-guanidinothiazol-4-yl)cyclohexylamino]-2-methoxycyclobutene-3,4-dione (0.19 g.) in 35 ml. of methanol/chloroform (50:50 v/v) was added 2-(p-chlorophenyl)ethylamine (0.18 g.) and the resulting mixture allowed to stand at room temperature for 5 hours. After heating under reflux for 2.5 hours the reaction mixture was cooled and the precipitated buff-coloured solid collected to give 1-[3-(2-guanidinothiazol-4-yl)cyclohexylamino]-2-[2-(p-chlorophenyl)ethylamino]cyclobutene-3,... The reactants are C12(CC3CC(CC(C1)C3)C2)C2=C(C=C(C(=O)NC3=CC=C(C(=O)OCC=C)C=C3)C=C2)OCOCCOC (allyl 4-[4-(1-adamantyl)-3-methoxyethoxymethoxybenzamido]benzoate), C1(=CC=CC=C1)C (toluene), COC=1C=CC(=CC1)P2(=S)SP(=S)(S2)C=3C=CC(=CC3)OC (Lawesson's reagent). Solvent: O (water). Yields the product C12(CC3CC(CC(C1)C3)C2)C2=C(C=C(C(=S)NC3=CC=C(C(=O)OCC=C)C=C3)C=C2)OCOCCOC (allyl 4-[4-(1-adamantyl)-3-methoxyethoxymethoxythiobenzamido]benzoate). RXN SMILES: [C:1]12([C:11]3[CH:31]=[CH:30][C:14]([C:15]([NH:17][C:18]4[CH:29]=[CH:28][C:21]([C:22]([O:24][CH2:25][CH:26]=[CH2:27])=[O:23])=[CH:20][CH:19]=4)=O)=[CH:13][C:12]=3[O:32][CH2:33][O:34][CH2:35][CH2:36][O:37][CH3:38])[CH2:10][CH:5]3[CH2:6][CH:7]([CH2:9][CH:3]([CH2:4]3)[CH2:2]1)[CH2:8]2.C1(C)C=CC=CC=1.COC1C=CC(P2(SP(C3C=CC(OC)=CC=3)(=S)S2)=[S:55])=CC=1>O>[C:1]12([C:11]3[CH:31]=[CH:30][C:14]([C:15]([NH:17][C:18]4[CH:29]=[CH:28][C:21]([C:22]([O:24][CH2:25][CH:26]=[CH2:27])=[O:23])=[CH:20][CH:19]=4)=[S:55])=[CH:13][C:12]=3[O:32][CH2:33][O:34][CH2:35][CH2:36][O:37][CH3:38])[CH2:10][CH:5]3[CH2:6][CH:7]([CH2:9][CH:3]([CH2:4]3)[CH2:2]1)[CH2:8]2. Procedure: 2.9 g (5.6 mmol) of allyl 4-[4-(1-adamantyl)-3-methoxyethoxymethoxybenzamido]benzoate and 30 ml of toluene were introduced into a round-bottomed flask and 1.14 g (2.8 mmol) of Lawesson's reagent were added. The reaction medium was heated at reflux for three hours and was then evaporated to dryness. The residue obtained was taken up in water and dichloromethane and the organic phase was separated out after settling had taken place, dried over magnesium sulfate and evaporated. The residue obtained...